From a dataset of the Open Reaction Database (ORD), a public repository of structured organic reaction records. describe an organic reaction: reactants, conditions, products, and yield The reactants are CCOC(C)=O, CCO, CCOC(=O)CC1CCC(CN(CC)c2ccc(C(F)(F)F)cc2CN(Cc2cc(C(F)(F)F)cc(C(F)(F)F)c2)c2ncc(OCCO)cn2)CC1, [Na+], [OH-]. Product: CCN(CC1CCC(CC(=O)O)CC1)c1ccc(C(F)(F)F)cc1CN(Cc1cc(C(F)(F)F)cc(C(F)(F)F)c1)c1ncc(OCCO)cn1. As a reaction SMILES: [CH3:56][CH2:57][O:58][C:59](=[O:60])[CH3:61].[CH3:62][CH2:63][OH:64].[F:1][C:2]([c:3]1[cH:4][c:5]([CH2:6][N:7]([c:8]2[n:9][cH:10][c:11]([O:14][CH2:15][CH2:16][OH:17])[cH:12][n:13]2)[CH2:18][c:19]2[c:20]([N:29]([CH2:30][CH3:31])[CH2:32][CH:33]3[CH2:34][CH2:35][CH:36]([CH2:39][C:40](=[O:41])[O:42][CH2:43][CH3:44])[CH2:37][CH2:38]3)[cH:21][cH:22][c:23]([C:25]([F:26])([F:27])[F:28])[cH:24]2)[cH:45][c:46]([C:48]([F:49])([F:50])[F:51])[cH:47]1)([F:52])[F:53].[Na+:55].[OH-:54]>>[F:1][C:2]([c:3]1[cH:4][c:5]([CH2:6][N:7]([c:8]2[n:9][cH:10][c:11]([O:14][CH2:15][CH2:16][OH:17])[cH:12][n:13]2)[CH2:18][c:19]2[c:20]([N:29]([CH2:30][CH3:31])[CH2:32][CH:33]3[CH2:34][CH2:35][CH:36]([CH2:39][C:40](=[O:41])[OH:42])[CH2:37][CH2:38]3)[cH:21][cH:22][c:23]([C:25]([F:26])([F:27])[F:28])[cH:24]2)[cH:45][c:46]([C:48]([F:49])([F:50])[F:51])[cH:47]1)([F:52])[F:53].